Task: describe an organic reaction: reactants, conditions, products, and yield. Dataset: the Open Reaction Database (ORD), a public repository of structured organic reaction records Product: COc1cc([N+](=O)[O-])ccc1C(C)(C)C. Starting materials: CC(C)(C)c1ccc([N+](=O)[O-])cc1O, CI, [K+], [K+], O=C([O-])[O-], CN(C)C=O, O. RXN SMILES: [C:1]([CH3:2])([CH3:3])([CH3:4])[c:5]1[c:6]([OH:14])[cH:7][c:8]([N+:11](=[O:12])[O-:13])[cH:9][cH:10]1.[CH3:21][I:22].[K+:15].[K+:16].[O-:17][C:18]([O-:19])=[O:20].[O:23]=[CH:24][N:25]([CH3:26])[CH3:27].[OH2:28]>>[C:1]([CH3:2])([CH3:3])([CH3:4])[c:5]1[c:6]([O:14][CH3:18])[cH:7][c:8]([N+:11](=[O:12])[O-:13])[cH:9][cH:10]1. Reactants: CNC1(CC1)C(=O)OC (methyl 1-(methylamino)cyclopropanecarboxylate), C=1C=CC2=C(C1)N=NN2O (HOBt), CN1CCOCC1 (4-methylmorpholine), C1(=CC=CC=C1)COC(=O)NCC(=O)O (N-{[(phenylmethyl)oxy]carbonyl}glycine), CCN=C=NCCCN(C)C (EDCI). The solvent is C(Cl)Cl (CH2Cl2). Reaction conditions: time 8 hour. The product is CN(C1(CC1)C(=O)OC)C(CNC(=O)OCC1=CC=CC=C1)=O (methyl 1-[methyl(N-{[(phenylmethyl)oxy]carbonyl}glycyl)amino]cyclopropanecarboxylate). The yield is 96.4%. As a reaction SMILES: [CH3:1][NH:2][C:3]1([C:6]([O:8][CH3:9])=[O:7])[CH2:5][CH2:4]1.C1C=CC2N(O)N=NC=2C=1.CN1CCOCC1.[C:27]1([CH2:33][O:34][C:35]([NH:37][CH2:38][C:39](O)=[O:40])=[O:36])[CH:32]=[CH:31][CH:30]=[CH:29][CH:28]=1.CCN=C=NCCCN(C)C>C(Cl)Cl>[CH3:1][N:2]([C:39](=[O:40])[CH2:38][NH:37][C:35]([O:34][CH2:33][C:27]1[CH:28]=[CH:29][CH:30]=[CH:31][CH:32]=1)=[O:36])[C:3]1([C:6]([O:8][CH3:9])=[O:7])[CH2:5][CH2:4]1. Procedure details: To a solution of methyl 1-(methylamino)cyclopropanecarboxylate (1.53 g, 11.85 mmol) and HOBt (1.920 g, 14.21 mmol) in CH2Cl2 (30 mL) was added 4-methylmorpholine (5.2 mL, 47.40 mmol), N-{[(phenylmethyl)oxy]carbonyl}glycine (2.48 g, 11.85 mmol), and EDCI (2.73 g, 14.21 mmol). After stirring overnight, the solution was washed 6 N aq. HCl (100 mL) and water (100 mL). The aqueous layers were extracted with CH2Cl2 (1×100 mL), and the combined organic layers were washed with water (100 mL) and brine (... Starting materials: CCOC(=O)N1CCC(=C2c3ccc(Cl)cc3CCc4cc(Br)cnc24)CC1, OB(O)c1ccc(cc1)C(=O)NC2CCCC2. Reagents/catalysts: CCN=P(N=P(N(C)C)(N(C)C)N(C)C)(N(C)C)N(C)C (P2-Et), CC(C)c1cc(C(C)C)c(-c2ccccc2[PH](C(C)(C)C)(C(C)(C)C)[Pd]2(OS(C)(=O)=O)Nc3ccccc3-c3ccccc32)c(C(C)C)c1 (tBuXphos G3). The solvent is CS(C)=O (DMSO), O (water), CS(C)=O (DMSO), CS(C)=O (DMSO), CS(C)=O (DMSO). Reaction conditions: time 22 hour. Yields the product CCOC(=O)N1CCC(=C2c3ccc(Cl)cc3CCc4cc(cnc24)c5ccc(cc5)C(=O)NC6CCCC6)CC1, CCOC(=O)N1CCC(=C2c3ccc(Cl)cc3CCc4cc(Br)cnc24)CC1, c1ccc(-c2ccccc2)cc1. Reactants: BrCCOC1CCCCO1, C1CCOC1, Cc1ccc(CC#N)cc1C, [H-], [Na+]. Yields the product Cc1ccc(C(C#N)CCOC2CCCCO2)cc1C. As a reaction SMILES: [Br:14][CH2:15][CH2:16][O:17][CH:18]1[O:19][CH2:20][CH2:21][CH2:22][CH2:23]1.[CH2:24]1[O:25][CH2:26][CH2:27][CH2:28]1.[CH3:3][c:4]1[cH:5][c:6]([CH2:11][C:12]#[N:13])[cH:7][cH:8][c:9]1[CH3:10].[H-:1].[Na+:2]>>[CH3:3][c:4]1[cH:5][c:6]([CH:11]([C:12]#[N:13])[CH2:15][CH2:16][O:17][CH:18]2[O:19][CH2:20][CH2:21][CH2:22][CH2:23]2)[cH:7][cH:8][c:9]1[CH3:10].